This data is from the Open Reaction Database (ORD), a public repository of structured organic reaction records. The task is: describe an organic reaction: reactants, conditions, products, and yield Reactants: N1=C(C=CC=C1)CNC(=O)C=1C(=NC(=NC1)C1=CC=CC=C1)S (4-mercapto-2-phenyl-pyrimidine-5-carboxylic acid (pyridin-2-ylmethyl)-amide), II (iodine). Yields the product C1(=CC=CC=C1)C1=NC=C2C(=N1)SN(C2=O)CC2=NC=CC=C2 (6-phenyl-2-pyridin-2-ylmethyl-isothiazolo[5,4-d]pyrimidin-3-one). Yield: 81.6%. As a reaction SMILES: [N:1]1[CH:6]=[CH:5][CH:4]=[CH:3][C:2]=1[CH2:7][NH:8][C:9]([C:11]1[C:12]([SH:23])=[N:13][C:14]([C:17]2[CH:22]=[CH:21][CH:20]=[CH:19][CH:18]=2)=[N:15][CH:16]=1)=[O:10].II>>[C:17]1([C:14]2[N:13]=[C:12]3[S:23][N:8]([CH2:7][C:2]4[CH:3]=[CH:4][CH:5]=[CH:6][N:1]=4)[C:9](=[O:10])[C:11]3=[CH:16][N:15]=2)[CH:22]=[CH:21][CH:20]=[CH:19][CH:18]=1. Procedure details: Using the procedure of Example 20, 2.0 g (6.20 mmol) of 4-mercapto-2-phenyl-pyrimidine-5-carboxylic acid (pyridin-2-ylmethyl)-amide were treated with 1.73 g (6.82 mmol) of iodine to give 1.62 g of the title compound after recrystallization from isopropanol, mp 154°-156° C. The reactants are CSC=1S\C(\C(N1)=O)=C/C=1C=C2C=CC=NC2=CC1 (2-methylsulfanyl-5-[1-quinolin-6-yl-meth-(Z)-ylidene]-thiazol-4-one), S1C(=CC=C1)CN (thiophene methyl amine), C(C)(C)N(CC)C(C)C (diisopropylethylamine). Solvent: C(C)#N (acetonitrile). Conditions: temperature 80 celsius, time 12 hour. The product is S1C(=CC=C1)CNC=1S\C(\C(N1)=O)=C/C=1C=C2C=CC=NC2=CC1 (2-[(thiophen-2-ylmethyl)-amino]-5-[1-quinolin-6-yl-meth-(Z)-ylidene]-thiazol-4-one). The yield is 67.7%. RXN SMILES: CS[C:3]1[S:4]/[C:5](=[CH:9]\[C:10]2[CH:11]=[C:12]3[C:17](=[CH:18][CH:19]=2)[N:16]=[CH:15][CH:14]=[CH:13]3)/[C:6](=[O:8])[N:7]=1.[S:20]1[CH:24]=[CH:23][CH:22]=[C:21]1[CH2:25][NH2:26].C(N(C(C)C)CC)(C)C>C(#N)C>[S:20]1[CH:24]=[CH:23][CH:22]=[C:21]1[CH2:25][NH:26][C:3]1[S:4]/[C:5](=[CH:9]\[C:10]2[CH:11]=[C:12]3[C:17](=[CH:18][CH:19]=2)[N:16]=[CH:15][CH:14]=[CH:13]3)/[C:6](=[O:8])[N:7]=1. Reported procedure: The suspension of 2-methylsulfanyl-5-[1-quinolin-6-yl-meth-(Z)-ylidene]-thiazol-4-one (example 1a, 3.0 g, 10.5 mmol), thiophene methyl amine (2.4 g, 21.0 mmol) and diisopropylethylamine (DIEA) (3.66 mL, 21.0 mmol) in acetonitrile (30 mL) was stirred under at 80° C. for 12 h. After cooling to room temperature, the solid was collected by filtration, washed with a little bit of acetonitrile and dried. Flash chromatography (Merck Silica gel 60, 230-400 mesh, 0%-10% methanol in methylene chloride in ... The reactants are CN([C@H]1C[C@H](N(C1)C)C(=O)O)C ((2S,4S)-4-Dimethylamino-1-methyl-pyrrolidine-2-carboxylic acid), CCN=C=NCCCN(C)C (EDCI), C=1C=CC2=C(C1)N=NN2O (HOBt), FC=1C=CC(=NC1)NN ((5-fluoro-pyridin-2-yl)-hydrazine). The solvent is C(Cl)Cl (DCM). Reaction conditions: time 16 hour. The product is FC=1C=CC(=NC1)NNC(=O)[C@H]1N(C[C@H](C1)N(C)C)C ((2S,4S)-4-Dimethylamino-1-methyl-pyrrolidine-2-carboxylic acid N′-(5-fluoro-pyridin-2-yl)-hydrazide). The yield is 18.1%. RXN SMILES: [CH3:1][N:2]([CH3:12])[C@@H:3]1[CH2:7][N:6]([CH3:8])[C@H:5]([C:9]([OH:11])=O)[CH2:4]1.CCN=C=NCCCN(C)C.C1C=CC2N(O)N=NC=2C=1.[F:34][C:35]1[CH:36]=[CH:37][C:38]([NH:41][NH2:42])=[N:39][CH:40]=1>C(Cl)Cl>[F:34][C:35]1[CH:36]=[CH:37][C:38]([NH:41][NH:42][C:9]([C@@H:5]2[CH2:4][C@H:3]([N:2]([CH3:1])[CH3:12])[CH2:7][N:6]2[CH3:8])=[O:11])=[N:39][CH:40]=1. Procedure: A solution of Intermediate 38a (5.95 g, 34.2 mmol) in DCM (60 mL) was treated with EDCI (7.87 g, 34.2 mmol), HOBt (0.462 g, 41.0 mmol) and (5-fluoro-pyridin-2-yl)-hydrazine (4.35g g, 34.2 mmol) and the solution was stirred at RT for 16 hours. The reaction mixture was partitioned between H2O (50 mL) and DCM (40 mL) and the phases were separated. The organic phase was washed with sat. bicarbonate solution and the brine. The volatiles were concentrated in vacuo and the resultant residue was purifie... Starting materials: C(C)(C)(C)OC(=O)N1CCC(CC1)C1=CNC2=CN=C(C=C21)N2CCOCC2 (4-(5-Morpholin-4-yl-1H-pyrrolo[2,3-c]pyridin-3-yl)-piperidine-1-carboxylic acid tert-butyl ester), CS(=O)(=O)N1CC2=C(CC1)N(N=C2C2=CC=C(C=C2)C(F)(F)F)CC2OC2 (5-methanesulfonyl-1-oxiranylmethyl-3-(4-trifluoromethyl-phenyl)-4,5,6,7-tetrahydro-1H-pyrazolo[4,3-c]pyridine), FC(C(=O)O)(F)F (trifluoroacetic acid). Run in C(Cl)Cl (CH2Cl2). Reaction conditions: temperature 25 celsius, time 1 hour. Yields the product N (NH3), CS(=O)(=O)N1CC2=C(CC1)N(N=C2C2=CC=C(C=C2)C(F)(F)F)CC(CN2CCC(CC2)C2=CNC1=CN=C(C=C12)N1CCOCC1)O (1-[5-Methanesulfonyl-3-(4-trifluoromethyl-phenyl)-4,5,6,7-tetrahydropyrazolo[4,3-c]pyridin-1-yl]-3-[4-(5-morpholin-4-yl-1H-pyrrolo[2,3-c]pyridin-3-yl)-piperidin-1-yl]-propan-2-ol). The yield is 60.0%. Reaction SMILES: C(OC([N:8]1[CH2:13][CH2:12][CH:11]([C:14]2[C:22]3[C:17](=[CH:18][N:19]=[C:20]([N:23]4[CH2:28][CH2:27][O:26][CH2:25][CH2:24]4)[CH:21]=3)[NH:16][CH:15]=2)[CH2:10][CH2:9]1)=O)(C)(C)C.FC(F)(F)C(O)=O.[CH3:36][S:37]([N:40]1[CH2:45][CH2:44][C:43]2[N:46]([CH2:59][CH:60]3[CH2:62][O:61]3)[N:47]=[C:48]([C:49]3[CH:54]=[CH:53][C:52]([C:55]([F:58])([F:57])[F:56])=[CH:51][CH:50]=3)[C:42]=2[CH2:41]1)(=[O:39])=[O:38]>C(Cl)Cl>[NH3:8].[CH3:36][S:37]([N:40]1[CH2:45][CH2:44][C:43]2[N:46]([CH2:59][CH:60]([OH:61])[CH2:62][N:8]3[CH2:9][CH2:10][CH:11]([C:14]4[C:22]5[C:17](=[CH:18][N:19]=[C:20]([N:23]6[CH2:24][CH2:25][O:26][CH2:27][CH2:28]6)[CH:21]=5)[NH:16][CH:15]=4)[CH2:12][CH2:13]3)[N:47]=[C:48]([C:49]3[CH:50]=[CH:51][C:52]([C:55]([F:56])([F:57])[F:58])=[CH:53][CH:54]=3)[C:42]=2[CH2:41]1)(=[O:39])=[O:38]. Procedure details: 4-(5-Morpholin-4-yl-1H-pyrrolo[2,3-c]pyridin-3-yl)-piperidine-1-carboxylic acid tert-butyl ester (180 mg, 0.47 mmol) was dissolved in 3.0 mL of CH2Cl2 and treated with 2.5 mL of trifluoroacetic acid. The reaction mixture was stirred at 25° C. for 1 h before all volatiles were removed. The solid was dissolved in MeOH (20 mL) and neutralized with DOWEX 550A OH anion exchange resin to pH 8. The resin was then filtered off and MeOH was removed under reduced pressure. The residue was dissolved in 2.5... The reactants are NC=1C2=C(SC1)C=C(C=C2)F (3-amino-6-fluorobenzo[b]thiophene), Cl.ClC1=C(C=NC=C1)F (4-chloro-3-fluoropyridine hydrochloride), O (water). The solvent is CN1C(CCC1)=O (1-methyl-2-pyrrolidinone). Yields the product FC=1C=CC2=C(SC=C2NC2=C(C=NC=C2)F)C1 (6-Fluoro-3-(3-fluoro-4-pyridinylamino)benzo[b]thiophene). The yield is 82.6%. RXN SMILES: [NH2:1][C:2]1[C:3]2[CH:10]=[CH:9][C:8]([F:11])=[CH:7][C:4]=2[S:5][CH:6]=1.Cl.Cl[C:14]1[CH:19]=[CH:18][N:17]=[CH:16][C:15]=1[F:20].O>CN1CCCC1=O>[F:11][C:8]1[CH:9]=[CH:10][C:3]2[C:2]([NH:1][C:14]3[CH:19]=[CH:18][N:17]=[CH:16][C:15]=3[F:20])=[CH:6][S:5][C:4]=2[CH:7]=1 |f:1.2|. Procedure: A solution of 3-amino-6-fluorobenzo[b]thiophene (10 g, 60 mmol) and 4-chloro-3-fluoropyridine hydrochloride (12 g, 71 mmol) in 150 mL of 1-methyl-2-pyrrolidinone was stirred at 90-95° for 2.5 h, and thereafter cooled, stirred with water and extracted with ether. The aqueous layer was basified with 30% aqueous ammonium hydroxide and extracted with ether. The organic extract was washed with water and saturated sodium chloride solution, and dried (anhydrous magnesium sulfate), filtered and concentr... Starting materials: [Br-], CC#N, Cl, [Cu]Br, CC(C)(C)ON=O, Cn1nc(-c2c(F)cc(Cl)c3nc(N)sc23)c(Cl)c1OC(F)F, [Na+]. Yields the product Cn1nc(-c2c(F)cc(Cl)c3nc(Br)sc23)c(Cl)c1OC(F)F. RXN SMILES: [Br-:2].[CH3:34][C:35]#[N:36].[ClH:33].[Cu:37][Br:38].[N:26]([O:27][C:28]([CH3:29])([CH3:30])[CH3:31])=[O:32].[NH2:3][c:4]1[s:5][c:6]2[c:7]([n:8]1)[c:9]([Cl:25])[cH:10][c:11]([F:24])[c:12]2-[c:13]1[n:14][n:15]([CH3:23])[c:16]([O:19][CH:20]([F:21])[F:22])[c:17]1[Cl:18].[Na+:1]>>[Br:2][c:4]1[s:5][c:6]2[c:7]([n:8]1)[c:9]([Cl:25])[cH:10][c:11]([F:24])[c:12]2-[c:13]1[n:14][n:15]([CH3:23])[c:16]([O:19][CH:20]([F:21])[F:22])[c:17]1[Cl:18]. Reactants: Cc1ccc(OCOCC[Si](C)(C)C)cc1C(CCC(=O)O)Oc1cc(OCc2cccnc2)ccc1C#N, Cl, C1CCOC1. Product: Cc1ccc(O)cc1C(CCC(=O)O)Oc1cc(OCc2cccnc2)ccc1C#N. Reaction SMILES: [C:1](#[N:2])[c:3]1[c:4]([O:5][CH:6]([CH2:7][CH2:8][C:9](=[O:10])[OH:11])[c:12]2[c:13]([CH3:27])[cH:14][cH:15][c:16]([O:18][CH2:19][O:20][CH2:21][CH2:22][Si:23]([CH3:24])([CH3:25])[CH3:26])[cH:17]2)[cH:28][c:29]([O:32][CH2:33][c:34]2[cH:35][n:36][cH:37][cH:38][cH:39]2)[cH:30][cH:31]1.[ClH:40].[O:41]1[CH2:42][CH2:43][CH2:44][CH2:45]1>>[C:1](#[N:2])[c:3]1[c:4]([O:5][CH:6]([CH2:7][CH2:8][C:9](=[O:10])[OH:11])[c:12]2[c:13]([CH3:27])[cH:14][cH:15][c:16]([OH:18])[cH:17]2)[cH:28][c:29]([O:32][CH2:33][c:34]2[cH:35][n:36][cH:37][cH:38][cH:39]2)[cH:30][cH:31]1. The reactants are C(C#C)OCCOCCOC1=CC=C(C=C1)NC(=O)NNC(=O)OCC (ethyl 2-(4-(2-(2-(prop-2-ynyloxy)ethoxy)ethoxy)phenylcarbamoyl)-hydrazinecarboxylate), C(=O)([O-])[O-].[K+].[K+] (K2CO3), Cl (HCl), O1CCOCC1 (dioxane). The solvent is CO (methanol). Conditions: temperature 55 celsius, time 30 minute. Product: C(C#C)OCCOCCOC1=CC=C(C=C1)N1C(NNC1=O)=O (4-(4-(2-(2-(prop-2-ynyloxy)ethoxy)ethoxy)phenyl)-1,2,4-triazolidine-3,5-dione). Yield: 27.7%. As a reaction SMILES: [CH2:1]([O:4][CH2:5][CH2:6][O:7][CH2:8][CH2:9][O:10][C:11]1[CH:16]=[CH:15][C:14]([NH:17][C:18]([NH:20][NH:21][C:22]([O:24]CC)=O)=[O:19])=[CH:13][CH:12]=1)[C:2]#[CH:3].C([O-])([O-])=O.[K+].[K+].Cl.O1CCOCC1>CO>[CH2:1]([O:4][CH2:5][CH2:6][O:7][CH2:8][CH2:9][O:10][C:11]1[CH:12]=[CH:13][C:14]([N:17]2[C:18](=[O:19])[NH:20][NH:21][C:22]2=[O:24])=[CH:15][CH:16]=1)[C:2]#[CH:3] |f:1.2.3|. Procedure: To ethyl 2-(4-(2-(2-(prop-2-ynyloxy)ethoxy)ethoxy)phenylcarbamoyl)-hydrazinecarboxylate (1.31 g, 3.59 mmol) in methanol (17.93 mL) was added K2CO3 (1.239 g, 8.96 mmol). The mixture was stirred at 55° C. for 30 minutes. After cooling to room temperature, 4N HCl in dioxane (3.59 mL, 14.34 mmol) was added. The precipitate was filtered, and the filtrate was concentrated in vacuo. The residue was then purified by silica gel chromatography (40-100% ethyl acetate/heptane) giving 4-(4-(2-(2-(prop-2-ynyl...